This data is from the Open Reaction Database (ORD), a public repository of structured organic reaction records. The task is: describe an organic reaction: reactants, conditions, products, and yield The reactants are O.[OH-].[Li+] (lithium hydroxide monohydrate), COC1=C(C(=C(C=C1)C1=CC=CC(=N1)C(=O)OC)C)C1C=2C(CC(CC2OC=2CC(CC(C12)=O)(C)C)(C)C)=O (Methyl 6-[4-methoxy-2-methyl-3-(3,3,6,6-tetramethyl-1,8-dioxo-2,3,4,5,6,7,8,9-octahydro-1H-xanthen-9-yl)phenyl]pyridine-2-carboxylate). Solvent: O (water), C1CCOC1 (THF), O (water). Conditions: time 3 hour. Product: COC1=C(C(=C(C=C1)C1=CC=CC(=N1)C(=O)O)C)C1C=2C(CC(CC2OC=2CC(CC(C12)=O)(C)C)(C)C)=O (6-[4-Methoxy-2-methyl-3-(3,3,6,6-tetramethyl-1,8-dioxo-2,3,4,5,6,7,8,9-octahydro-1H-xanthen-9-yl)phenyl]pyridine-2-carboxylic acid). Isolated yield 73.5%. Reaction SMILES: O.[OH-].[Li+].[CH3:4][O:5][C:6]1[CH:11]=[CH:10][C:9]([C:12]2[N:17]=[C:16]([C:18]([O:20]C)=[O:19])[CH:15]=[CH:14][CH:13]=2)=[C:8]([CH3:22])[C:7]=1[CH:23]1[C:36]2[C:35](=[O:37])[CH2:34][C:33]([CH3:39])([CH3:38])[CH2:32][C:31]=2[O:30][C:29]2[CH2:28][C:27]([CH3:41])([CH3:40])[CH2:26][C:25](=[O:42])[C:24]1=2>O.C1COCC1>[CH3:4][O:5][C:6]1[CH:11]=[CH:10][C:9]([C:12]2[N:17]=[C:16]([C:18]([OH:20])=[O:19])[CH:15]=[CH:14][CH:13]=2)=[C:8]([CH3:22])[C:7]=1[CH:23]1[C:24]2[C:25](=[O:42])[CH2:26][C:27]([CH3:40])([CH3:41])[CH2:28][C:29]=2[O:30][C:31]2[CH2:32][C:33]([CH3:39])([CH3:38])[CH2:34][C:35](=[O:37])[C:36]1=2 |f:0.1.2|. Reported procedure: A solution of lithium hydroxide monohydrate (0.18 g, 4.36 mmol) in water (10.5 ml) was added dropwise to a solution of the methyl 6-[4-methoxy-2-methyl-3-(3,3,6,6-tetramethyl-1,8-dioxo-2,3,4,5,6,7,8,9-octahydro-1H-xanthen-9-yl)phenyl]pyridine-2-carboxylate produced in Example 4-3 (1.05 g, 1.98 mmol) in THF (21 ml) at room temperature, and the mixture thus obtained was then stirred at the same temperature as above for 3 hours. Thereafter, water was added to the reaction solution, and the mixed so... The reactants are N (ammonia), ClC1=CC(=C(C(=O)O)C=C1)F (4-chloro-2-fluoro benzoic acid), C(C(=O)Cl)(=O)Cl (oxalyl chloride). Run in C1CCOC1 (THF). Yields the product ClC1=CC(=C(C(=O)N)C=C1)F (4-chloro-2-fluorobenzamide), product. Reaction SMILES: [Cl:1][C:2]1[CH:10]=[CH:9][C:5]([C:6](O)=[O:7])=[C:4]([F:11])[CH:3]=1.C(Cl)(=O)C(Cl)=O.[NH3:18]>C1COCC1>[Cl:1][C:2]1[CH:10]=[CH:9][C:5]([C:6]([NH2:18])=[O:7])=[C:4]([F:11])[CH:3]=1. Procedure details: The title compound was prepared according to the procedure described in step-2 of Intermediate-26 by using 4-chloro-2-fluoro benzoic acid (1.5 g), THF (25 mL), oxalyl chloride (0.5 mL) and ammonia gas to afford 1.45 g of the product. 1H NMR (300 MHz, DMSO d6): δ 7.36 (d, J=6.3 Hz, H), 7.53 (dd, J=8.7 Hz, 1H), 7.64-7.76 (m, 3H). The reactants are CN1Cc2c(Br)ccc([N+](=O)[O-])c2C1=O, C1COCCN1, CCN(C(C)C)C(C)C, CN(C)C=O. Product: CN1Cc2c(N3CCOCC3)ccc([N+](=O)[O-])c2C1=O. Reaction SMILES: [Br:1][c:2]1[c:3]2[c:7]([c:8]([N+:11](=[O:12])[O-:13])[cH:9][cH:10]1)[C:6](=[O:14])[N:5]([CH3:15])[CH2:4]2.[CH2:16]1[CH2:17][O:18][CH2:19][CH2:20][NH:21]1.[CH:22]([N:23]([CH2:24][CH3:25])[CH:26]([CH3:27])[CH3:28])([CH3:29])[CH3:30].[O:31]=[CH:32][N:33]([CH3:34])[CH3:35]>>[c:2]1([N:21]2[CH2:16][CH2:17][O:18][CH2:19][CH2:20]2)[c:3]2[c:7]([c:8]([N+:11](=[O:12])[O-:13])[cH:9][cH:10]1)[C:6](=[O:14])[N:5]([CH3:15])[CH2:4]2.